This data is from the Open Reaction Database (ORD), a public repository of structured organic reaction records. The task is: describe an organic reaction: reactants, conditions, products, and yield The reactants are FC(C(=O)O)(F)F.S1C=C(C=C1)C1=CC=C(C=C1)C(CN)C (2-(4-(3-thienyl)phenyl)propyl amine trifluoroacetate), ClC(=O)OC(C)C (i-propyl chloroformate). The product is S1C=C(C=C1)C1=CC=C(C=C1)C(CN)CC(=O)OC(C)C (2-(4-(3-Thienyl)phenyl)-N-(i-propyloxycarbonyl)propyl Amine). As a reaction SMILES: FC(F)(F)C(O)=O.[S:8]1[CH:12]=[CH:11][C:10]([C:13]2[CH:18]=[CH:17][C:16]([CH:19]([CH3:22])[CH2:20][NH2:21])=[CH:15][CH:14]=2)=[CH:9]1.Cl[C:24]([O:26][CH:27]([CH3:29])[CH3:28])=[O:25]>>[S:8]1[CH:12]=[CH:11][C:10]([C:13]2[CH:18]=[CH:17][C:16]([CH:19]([CH2:22][C:24]([O:26][CH:27]([CH3:29])[CH3:28])=[O:25])[CH2:20][NH2:21])=[CH:15][CH:14]=2)=[CH:9]1 |f:0.1|. Procedure details: The title compound was prepared from 2-(4-(3-thienyl)phenyl)propyl amine trifluoroacetate (prepared in example 1) and i-propyl chloroformate in a manner analogous to the procedure described in Example 1. The reactants are OP(=O)([O-])[O-].[K+].[K+] (K2HPO4), [O-]P(=O)([O-])[O-].[K+].[K+].[K+] (K3PO4). Run in O (water), O (water). The product is OP(=O)([O-])[O-].[K+].[K+].[O-]P(=O)([O-])[O-].[K+].[K+].[K+] (K2HPO4 K3PO4). RXN SMILES: [OH:1][P:2]([O-:5])([O-:4])=[O:3].[K+:6].[K+].[O-:8][P:9]([O-:12])([O-:11])=[O:10].[K+].[K+].[K+]>O>[OH:3][P:2]([O-:5])([O-:4])=[O:1].[K+:6].[K+:6].[O-:10][P:9]([O-:12])([O-:11])=[O:8].[K+:6].[K+:6].[K+:6] |f:0.1.2,3.4.5.6,8.9.10.11.12.13.14|. Reported procedure: 19.515 g (0.112 mole) of K2HPO4 and 0.485 g (0.00228 mole) of K3PO4 were dissolved in water and brought to a total weight of 100 g. The resulting solution was diluted 1 to 5 with water to give a 4% (w/w) solution having a pH of 9.93. Reported procedure: Methyl 4-[(1S)-1-({[2,5-dichloro-4-(3-chlorobenzoyl)-3-thienyl]carbonyl}amino)ethyl]benzoate from Example 10, Step 1 (73.0 mg, 0.147 mmol) was reacted under conditions similar to Example 1, Step 11. The reaction mixture was neutralized with 25% aq. NH4OAc (instead of an acidification with 1N HCl). The crude was purified by chromatography on silica gel (35:65 EtOAc/hexane containing 0.25% AcOH) to afford the desired product as an off-white solid. MS (−APCI): m/z 480 (M−1)−. Product: ClC=1SC(=C(C1C(=O)N[C@@H](C)C1=CC=C(C(=O)O)C=C1)C(C1=CC(=CC=C1)Cl)=O)Cl (4-[(1S)-1-({[2,5-dichloro-4-(3-chlorobenzoyl)-3-thienyl]carbonyl}amino)ethyl]benzoic acid). Starting materials: ClC=1SC(=C(C1C(=O)N[C@@H](C)C1=CC=C(C(=O)OC)C=C1)C(C1=CC(=CC=C1)Cl)=O)Cl (methyl 4-[(1S)-1-({[2,5-dichloro-4-(3-chlorobenzoyl)-3-thienyl]carbonyl}amino)ethyl]benzoate), NH4OAc, Cl (HCl). As a reaction SMILES: [Cl:1][C:2]1[S:3][C:4]([Cl:31])=[C:5]([C:22](=[O:30])[C:23]2[CH:28]=[CH:27][CH:26]=[C:25]([Cl:29])[CH:24]=2)[C:6]=1[C:7]([NH:9][C@H:10]([C:12]1[CH:21]=[CH:20][C:15]([C:16]([O:18]C)=[O:17])=[CH:14][CH:13]=1)[CH3:11])=[O:8].Cl>>[Cl:1][C:2]1[S:3][C:4]([Cl:31])=[C:5]([C:22](=[O:30])[C:23]2[CH:28]=[CH:27][CH:26]=[C:25]([Cl:29])[CH:24]=2)[C:6]=1[C:7]([NH:9][C@H:10]([C:12]1[CH:13]=[CH:14][C:15]([C:16]([OH:18])=[O:17])=[CH:20][CH:21]=1)[CH3:11])=[O:8].